This data is from the Open Reaction Database (ORD), a public repository of structured organic reaction records. The task is: describe an organic reaction: reactants, conditions, products, and yield The reactants are C(#N)C=1C(=NOC1N=COCC)N (4-cyano-5-ethoxymethyleneamino-3-aminoisoxazole), NC1CC2=CC=CC=C2C1 (2-aminoindan), C(C)O (ethanol). Yields the product CC1=NOC2=NC=NC(=C21)NC2CC1=CC=CC=C1C2 (3-Methyl-4-(2-indanylamino)isoxazolo[5,4-d]pyrimidine). RXN SMILES: [C:1]([C:3]1[C:4](N)=[N:5][O:6][C:7]=1[N:8]=[CH:9]OCC)#[N:2].[NH2:14][CH:15]1[CH2:23][C:22]2[C:17](=[CH:18][CH:19]=[CH:20][CH:21]=2)[CH2:16]1.[CH2:24](O)C>>[CH3:24][C:4]1[C:3]2[C:7](=[N:8][CH:9]=[N:2][C:1]=2[NH:14][CH:15]2[CH2:23][C:22]3[C:17](=[CH:18][CH:19]=[CH:20][CH:21]=3)[CH2:16]2)[O:6][N:5]=1. Procedure: 4-cyano-5-ethoxymethyleneamino-3-aminoisoxazole (320 mg, 1.8 mmol) (see J. Org. Chem., 29, 2116 (1964)) and 2-aminoindan (710 mg, 5.3 mmol) in dry ethanol (3 ml) were heated to reflux for 1.5 hours. The residue obtained by distilling off the solvent under reduced pressure was purified by silica gel chromatography (hexane:ethyl acetate=2:1). The product obtained was crystallized from ethanol to obtain the title compound (270 mg, 0.38 mmol) having the following physical properties: Product: COc1cc(OCC=C(C)C)ccc1C=O. Reactants: O=C([O-])[O-], COS(=O)(=O)OC, CC(C)=O, [K+], [K+], CC(C)=CCOc1ccc(C=O)c(O)c1. Reaction SMILES: [C:23](=[O:24])([O-:25])[O-:26].[CH3:16][O:17][S:18]([O:19][CH3:20])(=[O:21])=[O:22].[CH3:29][C:30](=[O:31])[CH3:32].[K+:27].[K+:28].[OH:1][c:2]1[c:3]([CH:4]=[O:5])[cH:6][cH:7][c:8]([O:10][CH2:11][CH:12]=[C:13]([CH3:14])[CH3:15])[cH:9]1>>[O:1]([c:2]1[c:3]([CH:4]=[O:5])[cH:6][cH:7][c:8]([O:10][CH2:11][CH:12]=[C:13]([CH3:14])[CH3:15])[cH:9]1)[CH3:16].